Dataset: the Open Reaction Database (ORD), a public repository of structured organic reaction records. Task: describe an organic reaction: reactants, conditions, products, and yield The reactants are ClC=1C=C(C=CC1)S(=O)(=O)NC1=C2C(=NC(=C1)C)SC(=C2C2=CC(=CC=C2)OC)C(=O)O (4-{[(3-chlorophenyl)sulfonyl]amino}-6-methyl-3-[3-(methyloxy)phenyl]-thieno[2,3-b]pyridine-2-carboxylic acid), S(O)(O)(=O)=O (sulfuric acid), CO (MeOH). Conditions: temperature 70 celsius, time 2 day. Yields the product ClC=1C=C(C=CC1)S(=O)(=O)NC1=C2C(=NC(=C1)C)SC(=C2C2=CC(=CC=C2)OC)C(=O)OC (Methyl 4-{[(3-chlorophenyl)sulfonyl]amino}-6-methyl-3-[3-(methyloxy)phenyl]thieno[2,3-b]pyridine-2-carboxylate). Reaction SMILES: [Cl:1][C:2]1[CH:3]=[C:4]([S:8]([NH:11][C:12]2[CH:17]=[C:16]([CH3:18])[N:15]=[C:14]3[S:19][C:20]([C:30]([OH:32])=[O:31])=[C:21]([C:22]4[CH:27]=[CH:26][CH:25]=[C:24]([O:28][CH3:29])[CH:23]=4)[C:13]=23)(=[O:10])=[O:9])[CH:5]=[CH:6][CH:7]=1.S(=O)(=O)(O)O.[CH3:38]O>>[Cl:1][C:2]1[CH:3]=[C:4]([S:8]([NH:11][C:12]2[CH:17]=[C:16]([CH3:18])[N:15]=[C:14]3[S:19][C:20]([C:30]([O:32][CH3:38])=[O:31])=[C:21]([C:22]4[CH:27]=[CH:26][CH:25]=[C:24]([O:28][CH3:29])[CH:23]=4)[C:13]=23)(=[O:9])=[O:10])[CH:5]=[CH:6][CH:7]=1. Procedure: A mixture of 4-{[(3-chlorophenyl)sulfonyl]amino}-6-methyl-3-[3-(methyloxy)phenyl]-thieno[2,3-b]pyridine-2-carboxylic acid (90 mg, 0.184 mmol) (Example 35) and concentrated sulfuric acid (0.069 mL, 1.288 mmol) in MeOH (5 mL) was heated at 70° C. under nitrogen for 20 h and then left stand at RT for 2 days. The reaction mixture was then concentrated and purified by chromatography on silica gel, eluting with a gradient of 30-50% ethyl acetate in cyclohexane, to give the title compound (46 mg). LCMS... The reactants are C(C)(C)(C)OC(=O)N1C[C@H]([C@@H]([C@H](C1)OCC=1C=CC2=C(N(CCO2)CCCOC)C1)C1=CC=C(C=C1)COC[C@@H](C)OCC)CN ((3R,4R,5R)-3-aminomethyl-4-[4-((R)-2-ethoxypropoxy-methyl)-phenyl]-5-[4-(3-methoxy-propyl)-3,4-dihydro-2H-benzo[1,4]oxazin-6-ylmethoxy]-piperidine-1-carboxylic acid tert-butyl ester), C(C)(=O)Cl (acetyl chloride). The product is C(C)O[C@@H](COCC1=CC=C(C=C1)[C@H]1[C@@H](CNC[C@@H]1OCC=1C=CC2=C(N(CCO2)CCCOC)C1)CNC(C)=O)C (N-{(3S,4R,5R)-4-[4-((R)-2-Ethoxy-propoxymethyl)-phenyl]-5-[4-(3-methoxy-propyl)-3,4-dihydro-2H-benzo[1,4]oxazin-6-ylmethoxy]-piperidin-3-ylmethyl}-acetamide), SiO2. Reaction SMILES: C(OC([N:8]1[CH2:13][C@H:12]([O:14][CH2:15][C:16]2[CH:17]=[CH:18][C:19]3[O:24][CH2:23][CH2:22][N:21]([CH2:25][CH2:26][CH2:27][O:28][CH3:29])[C:20]=3[CH:30]=2)[C@@H:11]([C:31]2[CH:36]=[CH:35][C:34]([CH2:37][O:38][CH2:39][C@H:40]([O:42][CH2:43][CH3:44])[CH3:41])=[CH:33][CH:32]=2)[C@H:10]([CH2:45][NH2:46])[CH2:9]1)=O)(C)(C)C.[C:47](Cl)(=[O:49])[CH3:48]>>[CH2:43]([O:42][C@H:40]([CH3:41])[CH2:39][O:38][CH2:37][C:34]1[CH:35]=[CH:36][C:31]([C@@H:11]2[C@@H:12]([O:14][CH2:15][C:16]3[CH:17]=[CH:18][C:19]4[O:24][CH2:23][CH2:22][N:21]([CH2:25][CH2:26][CH2:27][O:28][CH3:29])[C:20]=4[CH:30]=3)[CH2:13][NH:8][CH2:9][C@H:10]2[CH2:45][NH:46][C:47](=[O:49])[CH3:48])=[CH:32][CH:33]=1)[CH3:44]. Procedure details: Analogously to example 2a, (3R,4R,5R)-3-aminomethyl-4-[4-((R)-2-ethoxypropoxy-methyl)-phenyl]-5-[4-(3-methoxy-propyl)-3,4-dihydro-2H-benzo[1,4]oxazin-6-ylmethoxy]-piperidine-1-carboxylic acid tert-butyl ester (example 6a) and acetyl chloride are used to afford the title compound as a yellow oil oil from the residue by means of flash chromatography (SiO2 60F). Rf=0.12 (EtOAc); Rt=4.87 (gradient I). Reactants: Cl (hydrochloric acid), FC(C(=O)O)(F)F (Trifluoroacetic acid), COC([C@@H](NC(=O)OC(C)(C)C)CC1=CC(=C(C(=C1)I)OCCCBr)I)=O (O-(3-bromo-propyl)-N-t-butoxycarbonyl-3,5-diiodo-L-tyrosine methyl ester), O.[OH-].[Li+] (lithium hydroxide monohydrate). Solvent: O (water), O1CCCC1 (tetrahydrofuran), O (water). Run at time 8 hour. The product is BrCCCOC1=C(C=C(C[C@H](N)C(=O)O)C=C1I)I (O-(3-bromopropyl)-3,5-diiodo-L-tyrosine). Isolated yield 72.8%. RXN SMILES: FC(F)(F)C(O)=O.C[O:9][C:10](=[O:34])[C@H:11]([CH2:20][C:21]1[CH:26]=[C:25]([I:27])[C:24]([O:28][CH2:29][CH2:30][CH2:31][Br:32])=[C:23]([I:33])[CH:22]=1)[NH:12]C(OC(C)(C)C)=O.O.[OH-].[Li+].Cl>O1CCCC1.O>[Br:32][CH2:31][CH2:30][CH2:29][O:28][C:24]1[C:23]([I:33])=[CH:22][C:21]([CH2:20][C@@H:11]([C:10]([OH:34])=[O:9])[NH2:12])=[CH:26][C:25]=1[I:27] |f:2.3.4|. Procedure details: Trifluoroacetic acid (2 ml) was added to O-(3-bromo-propyl)-N-t-butoxycarbonyl-3,5-diiodo-L-tyrosine methyl ester (131mg, 0.196 mmol) and the mixture was stirred at room temperature for 8 hrs. The solvent of the reaction mixture was distilled off under reduced pressure. The residue was dissolved in tetrahydrofuran (2 ml)-water (2 ml) and lithium hydroxide monohydrate (25 mg, 0.596 mmol) was added thereto with stirring under ice cooling. The mixture was stirred at the same temperature for 4.5 hrs... Starting materials: C=CCN=C=O, CCO[SiH](OCC)OCC, Cc1ccc(C)cc1. The product is CCO[Si](CCCN=C=O)(OCC)OCC. As a reaction SMILES: [CH2:1]([CH:2]=[CH2:3])[N:4]=[C:5]=[O:6].[CH2:7]([CH3:8])[O:9][SiH:10]([O:11][CH2:12][CH3:13])[O:14][CH2:15][CH3:16].[CH3:17][c:18]1[cH:19][cH:20][c:21]([CH3:22])[cH:23][cH:24]1>>[CH2:1]([CH2:2][CH2:3][Si:10]([O:9][CH2:7][CH3:8])([O:11][CH2:12][CH3:13])[O:14][CH2:15][CH3:16])[N:4]=[C:5]=[O:6]. Starting materials: NC(CO)(CO)C (2-amino-2-methyl-1,3-propanediol), C(CCC)(=O)O (butyric acid). Product: C(CC)C=1OCC(N1)(CO)C (2-propyl-4-methyl-4-hydroxymethyl-2-oxazoline). RXN SMILES: [NH2:1][C:2]([CH3:7])([CH2:5][OH:6])[CH2:3][OH:4].[C:8](O)(=O)[CH2:9][CH2:10][CH3:11]>>[CH2:9]([C:8]1[O:4][CH2:3][C:2]([CH3:7])([CH2:5][OH:6])[N:1]=1)[CH2:10][CH3:11]. Procedure details: The procedure described in Example 1 is repeated in all essential details with the exception that 2-amino-2-methyl-1,3-propanediol is reacted with butyric acid in a 1:1 molar ratio according to the method of Purcell to produce 2-propyl-4-methyl-4-hydroxymethyl-2-oxazoline. The reactants are [H-].C(C(C)C)[Al+]CC(C)C (diisobutyl aluminum hydride), NNC(=N)NCC1(OC2=C(C1)C(=C(C(=C2)C(C)(C)C)OC(C)=O)C(C)(C)C)C (1-amino-3-[(5-acetoxy-4,6-di-t-butyl-2-methyl-2,3-dihydrobenzofuran-2-yl)methyl]guanidine), [Cl-].[NH4+] (ammonium chloride). The solvent is C1(=CC=CC=C1)C (toluene). Conditions: time 1 hour. Product: NNC(=N)NCC1(OC2=C(C1)C(=C(C(=C2)C(C)(C)C)O)C(C)(C)C)C (1-amino-3-[(4,6-di-t-butyl-5-hydroxy-2-methyl-2,3-dihydrobenzofuran-2-yl)methyl]guanidine). Isolated yield 36.6%. RXN SMILES: [NH2:1][NH:2][C:3]([NH:5][CH2:6][C:7]1([CH3:28])[CH2:11][C:10]2[C:12]([C:24]([CH3:27])([CH3:26])[CH3:25])=[C:13]([O:20]C(=O)C)[C:14]([C:16]([CH3:19])([CH3:18])[CH3:17])=[CH:15][C:9]=2[O:8]1)=[NH:4].[H-].C([Al+]CC(C)C)C(C)C.[Cl-].[NH4+]>C1(C)C=CC=CC=1>[NH2:1][NH:2][C:3]([NH:5][CH2:6][C:7]1([CH3:28])[CH2:11][C:10]2[C:12]([C:24]([CH3:27])([CH3:26])[CH3:25])=[C:13]([OH:20])[C:14]([C:16]([CH3:17])([CH3:18])[CH3:19])=[CH:15][C:9]=2[O:8]1)=[NH:4] |f:1.2,3.4|. Reported procedure: Under a nitrogen atmosphere, 0.98 g of 1-amino-3-[(5-acetoxy-4,6-di-t-butyl-2-methyl-2,3-dihydrobenzofuran-2-yl)methyl]guanidine was dissolved in 50 ml of toluene. To the solution was added 10 ml of diisobutyl aluminum hydride (1.0 M in toluene) and the mixture was stirred at room temperature for 1 hour. After reaction, a saturated aqueous ammonium chloride solution was added and insoluble matters were filtered off on Celite. The filtrate was extracted with ethyl acetate and the organic layer wa... Starting materials: CCOC(=O)C(C)(C)Cc1c(C(=O)C(C)(C)C)c2cc(C(C)C)ccn2c1C(=O)Nc1ccc(Br)cc1, C1COCCO1, COc1ccc(B(O)O)cn1, O, c1ccc(P(c2ccccc2)(c2ccccc2)[Pd](P(c2ccccc2)(c2ccccc2)c2ccccc2)(P(c2ccccc2)(c2ccccc2)c2ccccc2)P(c2ccccc2)(c2ccccc2)c2ccccc2)cc1. Product: CCOC(=O)C(C)(C)Cc1c(C(=O)C(C)(C)C)c2cc(C(C)C)ccn2c1C(=O)Nc1ccc(-c2ccc(OC)nc2)cc1. As a reaction SMILES: [Br:1][c:2]1[cH:3][cH:4][c:5]([NH:8][C:9](=[O:10])[c:11]2[c:12]([CH2:29][C:30]([C:31](=[O:32])[O:33][CH2:34][CH3:35])([CH3:36])[CH3:37])[c:13]([C:23]([C:24]([CH3:25])([CH3:26])[CH3:27])=[O:28])[c:14]3[cH:15][c:16]([CH:20]([CH3:21])[CH3:22])[cH:17][cH:18][n:19]23)[cH:6][cH:7]1.[CH2:50]1[O:51][CH2:52][CH2:53][O:54][CH2:55]1.[CH3:38][O:39][c:40]1[n:41][cH:42][c:43]([B:46]([OH:47])[OH:48])[cH:44][cH:45]1.[OH2:49].[cH:56]1[cH:57][cH:58][c:59]([P:60]([Pd:61]([P:62]([c:63]2[cH:64][cH:65][cH:66][cH:67][cH:68]2)([c:69]2[cH:70][cH:71][cH:72][cH:73][cH:74]2)[c:75]2[cH:76][cH:77][cH:78][cH:79][cH:80]2)([P:81]([c:82]2[cH:83][cH:84][cH:85][cH:86][cH:87]2)([c:88]2[cH:89][cH:90][cH:91][cH:92][cH:93]2)[c:94]2[cH:95][cH:96][cH:97][cH:98][cH:99]2)[P:100]([c:101]2[cH:102][cH:103][cH:104][cH:105][cH:106]2)([c:107]2[cH:108][cH:109][cH:110][cH:111][cH:112]2)[c:113]2[cH:114][cH:115][cH:116][cH:117][cH:118]2)([c:119]2[cH:120][cH:121][cH:122][cH:123][cH:124]2)[c:125]2[cH:126][cH:127][cH:128][cH:129][cH:130]2)[cH:131][cH:132]1>>[c:2]1(-[c:43]2[cH:42][n:41][c:40]([O:39][CH3:38])[cH:45][cH:44]2)[cH:3][cH:4][c:5]([NH:8][C:9](=[O:10])[c:11]2[c:12]([CH2:29][C:30]([C:31](=[O:32])[O:33][CH2:34][CH3:35])([CH3:36])[CH3:37])[c:13]([C:23]([C:24]([CH3:25])([CH3:26])[CH3:27])=[O:28])[c:14]3[cH:15][c:16]([CH:20]([CH3:21])[CH3:22])[cH:17][cH:18][n:19]23)[cH:6][cH:7]1. The reactants are CC1(CC2=C(CC(=O)NC2=O)C=C1)C (4,4-dimethyl homophthalimide), [H-].[Na+] (sodium hydride), ClC(SCl)(Cl)Cl (trichloromethyl sulfenyl chloride). The solvent is CCCCCC (hexane), O1CCCC1 (tetrahydrofuran). Reaction conditions: time 1 hour. The product is ClC(SN1C(CC2=C(C1=O)CC(C=C2)(C)C)=O)(Cl)Cl (N-(trichloromethylthio)-4,4-dimethyl homophthalimide). The yield is 32.1%. Reaction SMILES: [CH3:1][C:2]1([CH3:14])[CH:13]=[CH:12][C:5]2[CH2:6][C:7]([NH:9][C:10](=[O:11])[C:4]=2[CH2:3]1)=[O:8].[H-].[Na+].[Cl:17][C:18]([Cl:22])([Cl:21])[S:19]Cl>O1CCCC1.CCCCCC>[Cl:17][C:18]([Cl:22])([Cl:21])[S:19][N:9]1[C:10](=[O:11])[C:4]2[CH2:3][C:2]([CH3:14])([CH3:1])[CH:13]=[CH:12][C:5]=2[CH2:6][C:7]1=[O:8] |f:1.2|. Reported procedure: To 4,4-dimethyl homophthalimide (5.6 g) in 200 ml dry tetrahydrofuran was added 1.73 g sodium hydride. The mixture was stirred for one hour, then 5.75 g (3.38 ml) trichloromethyl sulfenyl chloride was added dropwise. The mixture was refluxed overnight, stripped of solvent, slurried in hexane and decanted. The brown crystalline residue was purified by tlc and recrystallized in ethanol to yield 3.2 g of the brown crystalline product, m.p. 129°-130° C. Starting materials: CC(=O)c1sc(C)nc1C, [Li]CCCC, Cn1cccc1, CCOCC, CN(C)CCN(C)C. Product: Cc1nc(C)c(C(C)(O)c2cccn2C)s1. As a reaction SMILES: [C:20]([CH3:21])(=[O:22])[c:23]1[c:24]([CH3:29])[n:25][c:26]([CH3:28])[s:27]1.[CH2:1]([Li:2])[CH2:3][CH2:4][CH3:5].[CH3:14][n:15]1[cH:16][cH:17][cH:18][cH:19]1.[CH3:30][CH2:31][O:32][CH2:33][CH3:34].[CH3:6][N:7]([CH3:8])[CH2:9][CH2:10][N:11]([CH3:12])[CH3:13]>>[CH3:14][n:15]1[c:16]([C:20]([CH3:21])([OH:22])[c:23]2[c:24]([CH3:29])[n:25][c:26]([CH3:28])[s:27]2)[cH:17][cH:18][cH:19]1.